The task is: describe an organic reaction: reactants, conditions, products, and yield. This data is from the Open Reaction Database (ORD), a public repository of structured organic reaction records. Starting materials: [Cl-], Cc1ccc([N+](=O)[O-])cc1, [NH4+], O, [Zn]. Yields the product Cc1ccc(NO)cc1. RXN SMILES: [Cl-:11].[N+:1](=[O:2])([O-:3])[c:4]1[cH:5][cH:6][c:7]([CH3:10])[cH:8][cH:9]1.[NH4+:12].[OH2:14].[Zn:13]>>[NH:1]([OH:2])[c:4]1[cH:5][cH:6][c:7]([CH3:10])[cH:8][cH:9]1. The reactants are Cc1onc(C(=O)c2ccccc2F)c1[N+](=O)[O-], Cl, [Na+], C1CCOC1, [OH-]. Yields the product Cc1onc(C(=O)c2ccccc2F)c1N. As a reaction SMILES: [CH3:1][c:2]1[c:3]([N+:16]([O-:17])=[O:18])[c:4]([C:7](=[O:8])[c:9]2[c:10]([F:15])[cH:11][cH:12][cH:13][cH:14]2)[n:5][o:6]1.[ClH:26].[Na+:20].[O:21]1[CH2:22][CH2:23][CH2:24][CH2:25]1.[OH-:19]>>[CH3:1][c:2]1[c:3]([NH2:16])[c:4]([C:7](=[O:8])[c:9]2[c:10]([F:15])[cH:11][cH:12][cH:13][cH:14]2)[n:5][o:6]1.